This data is from the Open Reaction Database (ORD), a public repository of structured organic reaction records. The task is: describe an organic reaction: reactants, conditions, products, and yield The reactants are FC1=CC2=C(C(=NO2)C2CCN(CC2)CCN)C=C1 (2-[4-(6-fluoro-1,2-benzisoxazol-3-yl)-1-piperidinyl]ethylamine), ClC1=C2C(C(=O)OC2=O)=C(C=C1)Cl (3,6-dichlorophthalic anhydride), amine. The solvent is ClCCl (DCM), ClCCl (dichloromethane). Run at time 1 hour. Yields the product FC1=CC2=C(C(=NO2)C2CCN(CC2)CCN2C(C=3C(C2=O)=C(C=CC3Cl)Cl)=O)C=C1 (N-[2-[4-(6-Fluoro-1,2-benzisoxazol-3-yl)-1-piperidinyl]ethyl]-3,6-dichlorophthalimide). Reaction SMILES: [F:1][C:2]1[CH:19]=[CH:18][C:5]2[C:6]([CH:9]3[CH2:14][CH2:13][N:12]([CH2:15][CH2:16][NH2:17])[CH2:11][CH2:10]3)=[N:7][O:8][C:4]=2[CH:3]=1.[Cl:20][C:21]1[CH:31]=[CH:30][C:29]([Cl:32])=[C:23]2[C:24]([O:26][C:27](=O)[C:22]=12)=[O:25]>ClCCl>[F:1][C:2]1[CH:19]=[CH:18][C:5]2[C:6]([CH:9]3[CH2:14][CH2:13][N:12]([CH2:15][CH2:16][N:17]4[C:24](=[O:25])[C:23]5=[C:29]([Cl:32])[CH:30]=[CH:31][C:21]([Cl:20])=[C:22]5[C:27]4=[O:26])[CH2:11][CH2:10]3)=[N:7][O:8][C:4]=2[CH:3]=1. Procedure details: A mixture of 2-[4-(6-fluoro-1,2-benzisoxazol-3-yl)-1-piperidinyl]ethylamine (2.44 gm, 9.24 mmoles) and 3,6-dichlorophthalic anhydride (2.01 gm; 9.27 mmoles) in dichloromethane (DCM, 50 ml) was stirred at room temperature for 1 hr. White precipitates formed and the TLC of the reaction mixture showed that there was no starting amine remaining. The solvent was stripped down and the white solids which were poorly soluble in DCM were loaded onto a flash chromatography column, (SiO2; 30 gm) and the co... Starting materials: C(C)(C)(C)OC(=O)NC([C@@H](N)CSC)=O.C1OC=2C=C(N)C=CC2O1 ([(3,4-methylenedioxy)aniline]-N-t-butoxycarbonyl-S-methylcysteinamide), ( A ), Cl (hydrochloric acid). Solvent: C(C)(=O)OCC (ethyl acetate). The product is Cl.CSC[C@H](N)C(=O)N.C1OC=2C=C(N)C=CC2O1 ([(3,4-methylenedioxy)aniline]-S-methylcysteinamide hydrochloride). The yield is 83.0%. Reaction SMILES: C(OC([NH:8][C:9](=[O:15])[C@H:10]([CH2:12][S:13][CH3:14])[NH2:11])=O)(C)(C)C.[CH2:16]1[O:25][C:24]2[CH:23]=[CH:22][C:20]([NH2:21])=[CH:19][C:18]=2[O:17]1.[ClH:26]>C(OCC)(=O)C>[ClH:26].[CH3:14][S:13][CH2:12][C@@H:10]([C:9]([NH2:8])=[O:15])[NH2:11].[CH2:16]1[O:25][C:24]2[CH:23]=[CH:22][C:20]([NH2:21])=[CH:19][C:18]=2[O:17]1 |f:0.1,4.5.6|. Procedure: After 1.83 g of the [(3,4-methylenedioxy)aniline]-N-t-butoxycarbonyl-S-methylcysteinamide obtained above in (A) were dissolved in 20 ml of ethyl acetate, hydrochloric acid gas was ebulated at room temperature under stirring until no fresh precipitate was formed. The colorless precipitate so obtained was collected by filtration and then dried, whereby 1.25 g of [(3,4-methylenedioxy)aniline]-S-methylcysteinamide hydrochloride were obtained (yield: 83%). Reactants: NC1=C(C=CC(=C1)N)S(=O)(=O)NC=1C=CC2=C(B(OC2)O)C1 (2,4-diamino-N-(1-hydroxy-1,3-dihydrobenzo[c][1,2]oxaborol-6-yl)benzenesulfonamide), N(=C=O)CC (isocyanatoethane). The solvent is C(C)(=O)OCC (ethyl acetate), CN(C)C=O (DMF). Conditions: time 8 hour. Yields the product NC1=CC(=C(C=C1)S(=O)(=O)NC=1C=CC2=C(B(OC2)O)C1)NC(=O)NCC (4-Amino-2-(3-ethylureido)-N-(1-hydroxy-1,3-dihydrobenzo[c][1, 2]oxaborol-6-yl)benzenesulfonamide). Isolated yield 24.6%. As a reaction SMILES: [NH2:1][C:2]1[CH:7]=[C:6]([NH2:8])[CH:5]=[CH:4][C:3]=1[S:9]([NH:12][C:13]1[CH:14]=[CH:15][C:16]2[CH2:20][O:19][B:18]([OH:21])[C:17]=2[CH:22]=1)(=[O:11])=[O:10].[N:23]([CH2:26][CH3:27])=[C:24]=[O:25]>CN(C=O)C.C(OCC)(=O)C>[NH2:8][C:6]1[CH:5]=[CH:4][C:3]([S:9]([NH:12][C:13]2[CH:14]=[CH:15][C:16]3[CH2:20][O:19][B:18]([OH:21])[C:17]=3[CH:22]=2)(=[O:10])=[O:11])=[C:2]([NH:1][C:24]([NH:23][CH2:26][CH3:27])=[O:25])[CH:7]=1. Procedure: To a solution of 2,4-diamino-N-(1-hydroxy-1,3-dihydrobenzo[c][1,2]oxaborol-6-yl)benzenesulfonamide (1.0 g, 3.13 mmol) in DMF (15 ml) was added isocyanatoethane (0.5 g, 7.0 mmol) dropwise at room temperature. The reaction mixture was stirred at room temperature overnight, diluted with ethyl acetate and washed with H2O, brine. The organic fraction was then dried (MgSO4) and concentrated in vacuo. The residue was purified by Prep-HPLC to give the title compound as a white powder (0.3 g). 1H NMR (40... Conditions: temperature 70 celsius. Procedure details: After a mixture of methyl 4-methyl-3-[(2,4,5-trifluorobenzoyl)amino]thiophene-2-carboxylate, MeOH, THF and 1M NaOH aq was stirred at 70° C., 1M of hydrochloric acid aq was added and the extracted solid was filtered to give 3-[(2,5-difluoro-4-methoxybenzoyl)amino]-4-methythiophene-2-carboxylic acid. The solvent is C1CCOC1 (THF). Product: FC1=C(C(=O)NC2=C(SC=C2C)C(=O)O)C=C(C(=C1)OC)F (3-[(2,5-difluoro-4-methoxybenzoyl)amino]-4-methythiophene-2-carboxylic acid). Starting materials: Cl (hydrochloric acid), CC=1C(=C(SC1)C(=O)OC)NC(C1=C(C=C(C(=C1)F)F)F)=O (methyl 4-methyl-3-[(2,4,5-trifluorobenzoyl)amino]thiophene-2-carboxylate), CO (MeOH), [OH-].[Na+] (NaOH). RXN SMILES: [CH3:1][C:2]1[C:3]([NH:11][C:12](=[O:22])[C:13]2[CH:18]=[C:17]([F:19])[C:16](F)=[CH:15][C:14]=2[F:21])=[C:4]([C:7]([O:9]C)=[O:8])[S:5][CH:6]=1.[CH3:23][OH:24].[OH-].[Na+].Cl>C1COCC1>[F:21][C:14]1[CH:15]=[C:16]([O:24][CH3:23])[C:17]([F:19])=[CH:18][C:13]=1[C:12]([NH:11][C:3]1[C:2]([CH3:1])=[CH:6][S:5][C:4]=1[C:7]([OH:9])=[O:8])=[O:22] |f:2.3|. Starting materials: CCO, [Na+], O, O=C([O-])O, O=S(=O)(O)O, CCOC(=O)C(C(=O)OCC)(c1ccccc1)c1ccc([N+](=O)[O-])cn1. Product: O=[N+]([O-])c1ccc(Cc2ccccc2)nc1. Reaction SMILES: [CH3:38][CH2:39][OH:40].[Na+:33].[OH2:27].[OH:34][C:35](=[O:36])[O-:37].[S:28](=[O:29])(=[O:30])([OH:31])[OH:32].[c:1]1([C:7]([C:8]([O:9][CH2:10][CH3:11])=[O:12])([C:13]([O:14][CH2:15][CH3:16])=[O:17])[c:18]2[n:19][cH:20][c:21]([N+:24](=[O:25])[O-:26])[cH:22][cH:23]2)[cH:2][cH:3][cH:4][cH:5][cH:6]1>>[c:1]1([CH2:7][c:18]2[n:19][cH:20][c:21]([N+:24](=[O:25])[O-:26])[cH:22][cH:23]2)[cH:2][cH:3][cH:4][cH:5][cH:6]1.